This data is from the Open Reaction Database (ORD), a public repository of structured organic reaction records. The task is: describe an organic reaction: reactants, conditions, products, and yield Starting materials: [Cl-].[NH4+] (ammonium chloride), [Mg] (magnesium), CC=1C=C(CBr)C=CC1 (m-methylbenzylbromide), OCCN1C(OCC1)C1=CC=CC=C1 (3-(2-hydroxyethyl)-2-phenyloxazolidine), Grignard reagent, N (ammonia). The solvent is CCOCC (ether), CCOCC (ether). The product is OCCN(CCO)C(CC=1C=C(C=CC1)C)C1=CC=CC=C1 (N,N-bis(2-hydroxyethyl)-1-phenyl-2-(3-tolyl)ethylamine). Isolated yield 82.7%. As a reaction SMILES: [OH:1][CH2:2][CH2:3][N:4]1[CH2:8][CH2:7][O:6][CH:5]1[C:9]1[CH:14]=[CH:13][CH:12]=[CH:11][CH:10]=1.[Mg].[CH3:16][C:17]1[CH:18]=[C:19]([CH:22]=[CH:23][CH:24]=1)[CH2:20]Br.[Cl-].[NH4+].N>CCOCC>[OH:1][CH2:2][CH2:3][N:4]([CH:5]([C:9]1[CH:14]=[CH:13][CH:12]=[CH:11][CH:10]=1)[CH2:16][C:17]1[CH:18]=[C:19]([CH3:20])[CH:22]=[CH:23][CH:24]=1)[CH2:8][CH2:7][OH:6] |f:3.4|. Procedure: A solution of 3-(2-hydroxyethyl)-2-phenyloxazolidine (78 g) in anhydrous ether (300 ml) is added dropwise with stirring to Grignard reagent which is prepared from magnesium turnings (22 g) and m-methylbenzylbromide (150 g) in anhydrous ether (1200 ml), and the mixture is refluxed for 3 hours. After the reaction, the reaction mixture is decomposed with an ammonium chloride aqueous solution, and made alkaline with ammonia. The ether layer is separated and extracted with an excess amount of 10% hyd... Starting materials: C1(C=2C(C(=O)O1)=CC=CC2)=O (phthalic anhydride), CN(N)C=1SC=C(N1)C1=CC=CC=C1 (1-methyl-1-(4-phenylthiazol-2-yl)hydrazine), CN(C=O)C (dimethylformamide). The solvent is O (water). Product: C(=O)(O)C1=C(C(=O)NN(C=2SC=C(N2)C2=CC=CC=C2)C)C=CC=C1 (1-(2-Carboxybenzoyl)-2-methyl-2-(4-phenylthiazol-2-yl)hydrazine). RXN SMILES: [C:1]1(=[O:11])[O:6][C:4](=[O:5])[C:3]2=[CH:7][CH:8]=[CH:9][CH:10]=[C:2]12.[CH3:12][N:13]([C:15]1[S:16][CH:17]=[C:18]([C:20]2[CH:25]=[CH:24][CH:23]=[CH:22][CH:21]=2)[N:19]=1)[NH2:14].CN(C)C=O>O>[C:4]([C:3]1[CH:7]=[CH:8][CH:9]=[CH:10][C:2]=1[C:1]([NH:14][N:13]([CH3:12])[C:15]1[S:16][CH:17]=[C:18]([C:20]2[CH:25]=[CH:24][CH:23]=[CH:22][CH:21]=2)[N:19]=1)=[O:11])([OH:6])=[O:5]. Reported procedure: A solution of 1.5 g. of phthalic anhydride and 2.0 g. of 1-methyl-1-(4-phenylthiazol-2-yl)hydrazine in 50 ml. of dimethylformamide is stirred for 16 hours. Addition of water precipitates a gummy solid which is taken up in ethyl acetate and the ethyl acetate solution is extracted with water, dried over anhydrous sodium sulfate and evaporated, giving a residue which is crystallized from ether/petroleum ether, yielding 0.6 g. of product, m.p. 122°-4°. Starting materials: COC(C1=CC(=CC=C1)C(CC(=O)OC(C)(C)C)=O)=O (3-tert-butoxycarbonylacetyl-benzoic acid methyl ester), CI (MeI), [H-].[Na+] (NaH). Run in CN(C)C=O (DMF). Conditions: temperature 100 celsius, time 30 minute. Yields the product COC(C1=CC(=CC=C1)C(CC)=O)=O (3-propionyl-benzoic acid methyl ester). Isolated yield 50.5%. Reaction SMILES: [CH3:1][O:2][C:3](=[O:20])[C:4]1[CH:9]=[CH:8][CH:7]=[C:6]([C:10](=[O:19])[CH2:11][C:12](OC(C)(C)C)=O)[CH:5]=1.CI.[H-].[Na+]>CN(C=O)C>[CH3:1][O:2][C:3](=[O:20])[C:4]1[CH:9]=[CH:8][CH:7]=[C:6]([C:10](=[O:19])[CH2:11][CH3:12])[CH:5]=1 |f:2.3|. Procedure details: To a stirred solution of 3-tert-butoxycarbonylacetyl-benzoic acid methyl ester (11.1 g) and MeI (2.2 mL) in DMF (40 mL) was added portionwise at 0° C. NaH (55% dispersion in mineral oil, 1.4 g). Stirring was continued at 0° C. for 15 min and at 20° C. for 30 min. The mixture was partitioned between AcOEt and brine, the pH being set to 7 by the addition of 3N HCl. The organic layer was dried and evaporated. The residue was stirred in a mixture of CH2Cl2 (30 mL) and TFA (30 mL) for 40 min at 20° C... Reactants: CN(C1=C(C=CC2=CC=CC=C12)C)C(CC)N1C(C2=CC(=C(C=C2CC1)OC)OC)=O (2-[N-methyl-N-(2-methyl-naphth-1-yl)-amino-prop-3-yl]-6,7-dimethoxy-1,2,3,4-tetrahydro-isoquinolin-1-one), O1CCCC1 (tetrahydrofuran), O1CCCC1 (tetrahydrofuran), Cl (hydrochloric acid), boron trifluoride-diethyl. Product: Cl.CN(CC1=C(C=CC2=CC=CC=C12)C)C(CC)N1C(C2=CC(=C(C=C2CC1)OC)OC)=O (2-[N-Methyl-N-((2-methyl-naphth-1-yl)-methyl)-amino-prop-3-yl]-6,7-dimethoxy-1,2,3,4-tetrahydro-isoquinolin-1-one hydrochloride). RXN SMILES: [CH3:1][N:2]([CH:14]([N:17]1[CH2:26][CH2:25][C:24]2[C:19](=[CH:20][C:21]([O:29][CH3:30])=[C:22]([O:27][CH3:28])[CH:23]=2)[C:18]1=[O:31])[CH2:15][CH3:16])[C:3]1[C:12]2[C:7](=[CH:8][CH:9]=[CH:10][CH:11]=2)[CH:6]=[CH:5][C:4]=1[CH3:13].[ClH:32].O1CCC[CH2:34]1>>[ClH:32].[CH3:1][N:2]([CH:14]([N:17]1[CH2:26][CH2:25][C:24]2[C:19](=[CH:20][C:21]([O:29][CH3:30])=[C:22]([O:27][CH3:28])[CH:23]=2)[C:18]1=[O:31])[CH2:15][CH3:16])[CH2:3][C:12]1[C:7]2[C:8](=[CH:13][CH:4]=[CH:5][CH:6]=2)[CH:9]=[CH:10][C:11]=1[CH3:34] |f:3.4|. Reported procedure: To a solution of 1.3 g (3 mmol) of 2-[N-methyl-N-(2-methyl-naphth-1-yl)-amino-prop-3-yl]-6,7-dimethoxy-1,2,3,4-tetrahydro-isoquinolin-1-one in 50 ml of tetrahydrofuran, 4.5 ml of a 1 molar borane-tetrahydrofuran complex in tetrahydrofuran are added and 0.55 ml (4.5 mmol) of boron trifluoride-diethyl etherate complex are added dropwise with stirring at ambient temperature. After 3 hours' reaction time, 5 ml of 6 molar hydrochloric acid are added dropwise, the mixture is refluxed for 0.5 hours and... The reactants are C(C1=CC=CC=C1)N1CC=2C=C3C(=NC2CC1)C=CC=C3 (2-Benzyl-1,2,3,4-tetrahydro-benzo[b][1,6]-naphthyridine), C(C)(=O)O (acetic acid). Solvent: CO (methanol). Procedure: 2-Benzyl-1,2,3,4-tetrahydro-benzo[b][1,6]-naphthyridine (4.4 g, 16.04 mmol) was dissolved in methanol (88 ml), followed by adding thereto acetic acid (1.84 ml, 32.08 mmol) and palladium-carbon (440 mg), and catalytic reduction was carried out overnight at 50° C. The catalyst was filtered off and the filtrate was neutralized with potassium carbonate and filtered. The organic layer thus obtained was concentrated under reduced pressure and the residue was purified by a silica gel column chromatogra... Product: C1C=2C=C3C(=NC2CCN1)C=CC=C3 (1,2,3,4-tetrahydro-benzo[b][1,6]-naphthyridine). Yield: 37.2%. Reagents/catalysts: [C].[Pd] (palladium-carbon). As a reaction SMILES: C([N:8]1[CH2:17][CH2:16][C:15]2[N:14]=[C:13]3[CH:18]=[CH:19][CH:20]=[CH:21][C:12]3=[CH:11][C:10]=2[CH2:9]1)C1C=CC=CC=1.C(O)(=O)C>CO.[C].[Pd]>[CH2:9]1[NH:8][CH2:17][CH2:16][C:15]2[N:14]=[C:13]3[CH:18]=[CH:19][CH:20]=[CH:21][C:12]3=[CH:11][C:10]1=2 |f:3.4|. Reactants: NC1(N)C(C(=CC(=C1)C(F)(F)F)C(F)(F)F)N (1,2-diamino-3,5-bis(trifluoromethyl)aniline), O.O.C(C(=O)O)(=O)O (oxalic acid dihydrate). Solvent: Cl (HCl). Yields the product FC(C1=C2NC(C(NC2=CC(=C1)C(F)(F)F)=O)=O)(F)F (5,7-bis(trifluoromethyl)-1,4-dihydro-2,3-quinoxalinedione). The yield is 39.7%. As a reaction SMILES: N[C:2]1([CH:8]=[C:7]([C:9]([F:12])([F:11])[F:10])[CH:6]=[C:5]([C:13]([F:16])([F:15])[F:14])[CH:4]1[NH2:17])[NH2:3].O.O.[C:20](O)(=[O:24])[C:21](O)=[O:22]>Cl>[F:14][C:13]([F:16])([F:15])[C:5]1[CH:6]=[C:7]([C:9]([F:12])([F:11])[F:10])[CH:8]=[C:2]2[C:4]=1[NH:17][C:20](=[O:24])[C:21](=[O:22])[NH:3]2 |f:1.2.3|. Reported procedure: A mixture of 1,2-diamino-3,5-bis(trifluoromethyl)aniline (94 mg, 0.38 mmol) and oxalic acid dihydrate (53 mg, 0.42 mmol, used as received) in 4N HCl (2 mL) was refluxed at 120°-5° C. for 3 h, then cooled to room temperature. The mixture was centrifuged and the liquid layer was removed. The yellow solid was washed by cold water (2×2 mL), collected by filtration, and dried at 60° C. under reduced pressure for 2 h, affording 45 mg of crude 5,7-bis(trifluoromethyl)-1,4-dihydro-2,3-quinoxalinedione (...